Dataset: the Open Reaction Database (ORD), a public repository of structured organic reaction records. Task: describe an organic reaction: reactants, conditions, products, and yield Reactants: C1COCCN1, CC(C)O, O=C(O)CCc1oc(Cl)nc1-c1ccc(Cl)cc1. Product: O=C(O)CCc1oc(N2CCOCC2)nc1-c1ccc(Cl)cc1. RXN SMILES: [CH2:19]1[CH2:20][O:21][CH2:22][CH2:23][NH:24]1.[CH3:25][CH:26]([OH:27])[CH3:28].[Cl:1][c:2]1[o:3][c:4]([CH2:14][CH2:15][C:16](=[O:17])[OH:18])[c:5](-[c:7]2[cH:8][cH:9][c:10]([Cl:13])[cH:11][cH:12]2)[n:6]1>>[c:2]1([N:24]2[CH2:19][CH2:20][O:21][CH2:22][CH2:23]2)[o:3][c:4]([CH2:14][CH2:15][C:16](=[O:17])[OH:18])[c:5](-[c:7]2[cH:8][cH:9][c:10]([Cl:13])[cH:11][cH:12]2)[n:6]1. Reactants: O[C@H]1[C@@H]([C@H](C[C@H]2[C@@H]1NC(O2)=O)CO)O ((3aR,4R,5R,6R,7aS)-4,5-dihydroxy-6-(hydroxymethyl)hexahydrobenzo[d]oxazol-2(3H)-one), N1C=NC=C1 (imidazole), CC(C)(C)[Si](C)(C)Cl (TBDMSCl). Run in O (water), CN(C)C=O (DMF). Conditions: time 2.5 hour. Product: [Si](C)(C)(C(C)(C)C)OC[C@H]1C[C@H]2[C@H](NC(O2)=O)[C@H]([C@@H]1O)O ((3aR,4R,5R,6R,7aS)-6-(((tert-butyldimethylsilyl)oxy)methyl)-4,5-dihydroxyhexahydrobenzo[d]oxazol-2(3H)-one). Yield: 73.6%. As a reaction SMILES: [OH:1][C@@H:2]1[C@H:7]2[NH:8][C:9](=[O:11])[O:10][C@H:6]2[CH2:5][C@H:4]([CH2:12][OH:13])[C@H:3]1[OH:14].N1C=CN=C1.[CH3:20][C:21]([Si:24](Cl)([CH3:26])[CH3:25])([CH3:23])[CH3:22]>CN(C=O)C.O>[Si:24]([O:13][CH2:12][C@@H:4]1[C@@H:3]([OH:14])[C@H:2]([OH:1])[C@H:7]2[NH:8][C:9](=[O:11])[O:10][C@H:6]2[CH2:5]1)([C:21]([CH3:23])([CH3:22])[CH3:20])([CH3:26])[CH3:25]. Reported procedure: To a solution of (3aR,4R,5R,6R,7aS)-4,5-dihydroxy-6-(hydroxymethyl)hexahydrobenzo[d]oxazol-2(3H)-one (2.23 g, 11.0 mmol) in DMF (15 mL) at room temperature was added imidazole (2.24 g, 33.0 mmol) followed by TBDMSCl (1.98 g, 13.2 mmol). The mixture was stirred at this temperature for 2.5 h. The mixture was diluted with water (150 mL) and extracted with EtOAc (5×50 mL). The extracts were dried with MgSO4 and the solvents were evaporated. The crude product was purified by silica gel column chromat... Reactants: CC(C)(C)OC(=O)NCCBr, [H-], CCCc1nc(I)c(I)[nH]1, [Na+], CN(C)C=O, O. Yields the product CCCc1nc(I)c(I)n1CCNC(=O)OC(C)(C)C. RXN SMILES: [C:13](=[O:14])([O:15][C:16]([CH3:17])([CH3:18])[CH3:19])[NH:20][CH2:21][CH2:22][Br:23].[H-:11].[I:1][c:2]1[n:3][c:4]([CH2:8][CH2:9][CH3:10])[nH:5][c:6]1[I:7].[Na+:12].[O:25]=[CH:26][N:27]([CH3:28])[CH3:29].[OH2:24]>>[I:1][c:2]1[n:3]([CH2:22][CH2:21][NH:20][C:13](=[O:14])[O:15][C:16]([CH3:17])([CH3:18])[CH3:19])[c:4]([CH2:8][CH2:9][CH3:10])[n:5][c:6]1[I:7].